From a dataset of the Open Reaction Database (ORD), a public repository of structured organic reaction records. describe an organic reaction: reactants, conditions, products, and yield Reactants: CCOC1=NC(C)(c2cccc(NC(=O)c3ncc(F)cc3F)c2)COC1, CO, [Cl-], [NH4+]. Yields the product CC1(c2cccc(NC(=O)c3ncc(F)cc3F)c2)COCC(=O)N1. As a reaction SMILES: [CH2:1]([CH3:2])[O:3][C:4]1=[N:5][C:6]([CH3:10])([c:11]2[cH:12][c:13]([NH:17][C:18](=[O:19])[c:20]3[n:21][cH:22][c:23]([F:27])[cH:24][c:25]3[F:26])[cH:14][cH:15][cH:16]2)[CH2:7][O:8][CH2:9]1.[CH3:30][OH:31].[Cl-:28].[NH4+:29]>>[O:3]=[C:4]1[NH:5][C:6]([CH3:10])([c:11]2[cH:12][c:13]([NH:17][C:18](=[O:19])[c:20]3[n:21][cH:22][c:23]([F:27])[cH:24][c:25]3[F:26])[cH:14][cH:15][cH:16]2)[CH2:7][O:8][CH2:9]1.